Dataset: the Open Reaction Database (ORD), a public repository of structured organic reaction records. Task: describe an organic reaction: reactants, conditions, products, and yield The reactants are BrC1=CC=C2NCC3C[C@H]4N(C[C@H](C[C@@H]4C1=C32)NC(N(CC)CC)=O)C (3-(12-bromo-2,3-dihydro-6-methyl-8α-ergolinyl)-1,1-diethylurea), ClOC(C)(C)C (tert-butyl hypochlorite), N (ammonia), ice. The solvent is O1CCCC1 (tetrahydrofuran), C(C)N(CC)CC (triethylamine), O1CCCC1 (tetrahydrofuran). Run at temperature -40 celsius, time 15 minute. Product: BrC1=CC=C2NC=C3C[C@H]4N(C[C@H](C[C@@H]4C1=C32)NC(N(CC)CC)=O)C (3-(12-bromo-6-methyl-8α-ergolinyl)-1,1-diethylurea). Isolated yield 71.8%. As a reaction SMILES: [Br:1][C:2]1[C:16]2=[C:17]3[C:5]([NH:6][CH2:7][CH:8]3[CH2:9][C@@H:10]3[C@@H:15]2[CH2:14][C@H:13]([NH:18][C:19](=[O:25])[N:20]([CH2:23][CH3:24])[CH2:21][CH3:22])[CH2:12][N:11]3[CH3:26])=[CH:4][CH:3]=1.ClOC(C)(C)C.N>O1CCCC1.C(N(CC)CC)C>[Br:1][C:2]1[C:16]2=[C:17]3[C:5]([NH:6][CH:7]=[C:8]3[CH2:9][C@@H:10]3[C@@H:15]2[CH2:14][C@H:13]([NH:18][C:19](=[O:25])[N:20]([CH2:23][CH3:24])[CH2:21][CH3:22])[CH2:12][N:11]3[CH3:26])=[CH:4][CH:3]=1. Reported procedure: A solution of 4.2 g of 3-(12-bromo-2,3-dihydro-6-methyl-8α-ergolinyl)-1,1-diethylurea in a mixture of 300 ml of absolute tetrahydrofuran and 50 ml of absolute triethylamine is combined at -40° C. with a solution of 1.58 ml of tert-butyl hypochlorite in 250 ml of absolute tetrahydrofuran, and the mixture is stirred for 15 minutes at -40° C. The reaction mixture is poured on 1 liter of ice, combined with 25% strength ammonia solution until the reaction is alkaline, and extracted with dichlorometha...